From a dataset of the Open Reaction Database (ORD), a public repository of structured organic reaction records. describe an organic reaction: reactants, conditions, products, and yield Starting materials: C(=O)(OC(C)(C)C)N1C(CCC1)COC1=CC(=CC(=C1)C(F)(F)F)N (1-Boc-2-(3-amino-5-trifluoromethyl-phenoxymethyl)-pyrrolidine), C(=O)(OC(C)(C)C)N1CCC(CC1)OC1=CC(=CC(=C1)C(F)(F)F)NC(=O)C=1C(=NC=CC1)F (1-Boc-4-{3-[(2-fluoro-pyridine-3-carbonyl)-amino]-5-trifluoromethyl-phenoxy}-piperidine). Product: C(=O)(OC(C)(C)C)N1C(CCC1)COC1=CC(=CC(=C1)C(F)(F)F)NC(=O)C=1C(=NC=CC1)F (1-Boc-2-{3-[(2-Fluoro-pyridine-3-carbonyl)-amino]-5-trifluoromethyl-phenoxymethyl}-pyrrolidine). Reaction SMILES: [C:1]([N:8]1[CH2:12][CH2:11][CH2:10][CH:9]1[CH2:13][O:14][C:15]1[CH:20]=[C:19]([C:21]([F:24])([F:23])[F:22])[CH:18]=[C:17]([NH2:25])[CH:16]=1)([O:3][C:4]([CH3:7])([CH3:6])[CH3:5])=[O:2].C(N1CCC(OC2C=C(C(F)(F)F)C=C(N[C:51]([C:53]3[C:54]([F:59])=[N:55][CH:56]=[CH:57][CH:58]=3)=[O:52])C=2)CC1)(OC(C)(C)C)=O>>[C:1]([N:8]1[CH2:12][CH2:11][CH2:10][CH:9]1[CH2:13][O:14][C:15]1[CH:20]=[C:19]([C:21]([F:24])([F:23])[F:22])[CH:18]=[C:17]([NH:25][C:51]([C:53]2[C:54]([F:59])=[N:55][CH:56]=[CH:57][CH:58]=2)=[O:52])[CH:16]=1)([O:3][C:4]([CH3:6])([CH3:7])[CH3:5])=[O:2]. Procedure details: 1-Boc-2-{3-[(2-Fluoro-pyridine-3-carbonyl)-amino]-5-trifluoromethyl-phenoxymethyl}-pyrrolidine was prepared from 1-Boc-2-(3-amino-5-trifluoromethyl-phenoxymethyl)-pyrrolidine by a procedure similar to that described in the preparation of 1-Boc-4-{3-[(2-fluoro-pyridine-3-carbonyl)-amino]-5-trifluoromethyl-phenoxy}-piperidine.